This data is from the Open Reaction Database (ORD), a public repository of structured organic reaction records. The task is: describe an organic reaction: reactants, conditions, products, and yield The reactants are OCCOCCOCCO (2-[2-(2-Hydroxy-ethoxy)-ethoxy]-ethanol), BrCC1=CC=CC=C1 (bromomethyl-benzene), [H-].[Na+] (NaH), BrCC(=O)O (bromoacetic acid). Run in CN(C)C=O (DMF), CN(C)C=O (DMF). Reaction conditions: time 1 hour. Product: C(C1=CC=CC=C1)OC(COCCOCCOCCO)=O ({2-[2-(2-Hydroxy-ethoxy)-ethoxy]-ethoxy}-acetic acid benzyl ester). The yield is 15.7%. Reaction SMILES: [OH:1][CH2:2][CH2:3][O:4][CH2:5][CH2:6][O:7][CH2:8][CH2:9][OH:10].[H-].[Na+].Br[CH2:14][C:15]([OH:17])=[O:16].Br[CH2:19][C:20]1[CH:25]=[CH:24][CH:23]=[CH:22][CH:21]=1>CN(C=O)C>[CH2:19]([O:17][C:15](=[O:16])[CH2:14][O:1][CH2:2][CH2:3][O:4][CH2:5][CH2:6][O:7][CH2:8][CH2:9][OH:10])[C:20]1[CH:25]=[CH:24][CH:23]=[CH:22][CH:21]=1 |f:1.2|. Procedure details: 2-[2-(2-Hydroxy-ethoxy)-ethoxy]-ethanol (62.2 g, 414 mmol) was dissolved under argon in 875 mL of abs. DMF and cooled to 0° C. NaH (12.1 g, 277 mmol, 55% in mineral oil) was carefully added, the ice bath removed, and stirring continued for 1 h at 80° C. The reaction mixture was cooled to ambient temperature and treated with bromoacetic acid (18.98 g, 137 mmol) which was added via dropping funnel as a DMF-solution (20 ml). After an additional 30 min. at 75° C., bromomethyl-benzene (23.36 g, 137 m... Starting materials: ClC=1N=C(C=2C(N1)=CSC2)NC(C)C (2-chloro-4-isopropylamino-thieno[3,4-d]pyrimidine), C(C)O (ethyl alcohol). The reagents and catalysts are [Zn] (zinc). Solvent: C(C)(=O)O (acetic acid). Reaction conditions: time 36 hour. Yields the product C(C)(C)NC=1C=2C(N=CN1)=CSC2 (4-isopropylamino-thieno[3,4-d]pyrimidine). As a reaction SMILES: Cl[C:2]1[N:3]=[C:4]([NH:11][CH:12]([CH3:14])[CH3:13])[C:5]2[C:6](=[CH:8][S:9][CH:10]=2)[N:7]=1.C(O)C>[Zn].C(O)(=O)C>[CH:12]([NH:11][C:4]1[C:5]2[C:6](=[CH:8][S:9][CH:10]=2)[N:7]=[CH:2][N:3]=1)([CH3:14])[CH3:13]. Reported procedure: 15 g of zinc powder are introduced into a solution of 3.9 g (0.017 moles) of 2-chloro-4-isopropylamino-thieno[3,4-d]pyrimidine in 150 ml. of absolute ethyl alcohol. 25 ml. of glacial acetic acid are then added drop by drop wilst agitating. When the addition is completed, the agitation is continued for a further 36 hours at ordinary temperature. The reaction mixture is filtered over hyflocel and the filtrate is poured into 700 ml. of iced water. The pH of the solution is adjusted to 8 with sodium...